Dataset: the Open Reaction Database (ORD), a public repository of structured organic reaction records. Task: describe an organic reaction: reactants, conditions, products, and yield Starting materials: Cc1ccc(S(=O)(=O)Cl)cc1, c1coc(C2CCCN2)c1. Yields the product Cc1ccc(S(=O)(=O)N2CCCC2c2ccco2)cc1. RXN SMILES: [c:11]1([CH3:21])[cH:12][cH:13][c:14]([S:17](=[O:18])(=[O:19])[Cl:20])[cH:15][cH:16]1.[o:1]1[c:2]([CH:6]2[NH:7][CH2:8][CH2:9][CH2:10]2)[cH:3][cH:4][cH:5]1>>[o:1]1[c:2]([CH:6]2[N:7]([S:17]([c:14]3[cH:13][cH:12][c:11]([CH3:21])[cH:16][cH:15]3)(=[O:18])=[O:19])[CH2:8][CH2:9][CH2:10]2)[cH:3][cH:4][cH:5]1. The reactants are CN(C)C=O, O=C(Cl)C(=O)Cl, ClCCl, Cc1ccc(NS(=O)(=O)c2cccc(C=CC(=O)O)c2)cc1. The product is Cc1ccc(NS(=O)(=O)c2cccc(C=CC(=O)Cl)c2)cc1. As a reaction SMILES: [CH3:29][N:30]([CH3:31])[CH:32]=[O:33].[Cl:23][C:24]([C:25]([Cl:26])=[O:27])=[O:28].[Cl:34][CH2:35][Cl:36].[c:1]1([CH3:22])[cH:2][cH:3][c:4]([NH:7][S:8](=[O:9])(=[O:10])[c:11]2[cH:12][c:13]([CH:17]=[CH:18][C:19](=[O:20])[OH:21])[cH:14][cH:15][cH:16]2)[cH:5][cH:6]1>>[c:1]1([CH3:22])[cH:2][cH:3][c:4]([NH:7][S:8](=[O:9])(=[O:10])[c:11]2[cH:12][c:13]([CH:17]=[CH:18][C:19](=[O:20])[Cl:23])[cH:14][cH:15][cH:16]2)[cH:5][cH:6]1. Starting materials: COC=1C=C2CCN(C2=CC1C(F)(F)F)C(NC=1SC(=CC1)Br)=O (5-methoxy-6-trifluoromethyl-1-(5-bromo-2-thienyl) carbamoyl indoline), C([O-])([O-])=O.[Na+].[Na+] (sodium carbonate), N1=CC(=CC=C1)B(O)O (pyridine-3-boronic acid). Reagents/catalysts: C=1C=CC(=CC1)[P](C=2C=CC=CC2)(C=3C=CC=CC3)[Pd]([P](C=4C=CC=CC4)(C=5C=CC=CC5)C=6C=CC=CC6)([P](C=7C=CC=CC7)(C=8C=CC=CC8)C=9C=CC=CC9)[P](C=1C=CC=CC1)(C=1C=CC=CC1)C=1C=CC=CC1 (tetrakis). Run in C(OC)COC.O (dimethoxyethane water). Product: S1C(=CC=C1)NC(=O)N1CCC2=CC(=C(C=C12)C(F)(F)F)OC (1-[2-Thienylcarbamoyl]-5-methoxy-6-trifluoromethyl indoline). Isolated yield 27.0%. RXN SMILES: [CH3:1][O:2][C:3]1[CH:4]=[C:5]2[C:9](=[CH:10][C:11]=1[C:12]([F:15])([F:14])[F:13])[N:8]([C:16](=[O:24])[NH:17][C:18]1[S:19][C:20](Br)=[CH:21][CH:22]=1)[CH2:7][CH2:6]2.C(=O)([O-])[O-].[Na+].[Na+].N1C=CC=C(B(O)O)C=1>C(COC)OC.O.C1C=CC([P]([Pd]([P](C2C=CC=CC=2)(C2C=CC=CC=2)C2C=CC=CC=2)([P](C2C=CC=CC=2)(C2C=CC=CC=2)C2C=CC=CC=2)[P](C2C=CC=CC=2)(C2C=CC=CC=2)C2C=CC=CC=2)(C2C=CC=CC=2)C2C=CC=CC=2)=CC=1>[S:19]1[CH:20]=[CH:21][CH:22]=[C:18]1[NH:17][C:16]([N:8]1[C:9]2[C:5](=[CH:4][C:3]([O:2][CH3:1])=[C:11]([C:12]([F:13])([F:14])[F:15])[CH:10]=2)[CH2:6][CH2:7]1)=[O:24] |f:1.2.3,5.6,^1:50,52,71,90|. Procedure details: A mixture of 5-methoxy-6-trifluoromethyl-1-(5-bromo-2-thienyl) carbamoyl indoline (E48) (0.64 g, 1.5 mmol), sodium carbonate (1.1 g), pyridine-3-boronic acid (0.55 g, 4.5 mmol) and tetrakis triphenylphine palladium(0) (0.1 g) in dimethoxyethane/water (20 ml/5 ml) was heated to reflux overnight under argon. Extraction workup and chromatography afforded the title compound in 27% yield as a white solid, m.p. 240-244° C. The reactants are Br.BrCCCN1CCCCC1 (1-(3-bromopropyl)piperidine hydrobromide), C([O-])([O-])=O.[K+].[K+] (potassium carbonate), NC=1C(=CC(=NC1)Cl)C(=O)O (5-amino-4-carboxy-2-chloropyridine), C(C)(=O)OC(C)=O (acetic anhydride), ClC1=CC2=C(N=C(N(C2=O)C2=CC=C(C=C2)O)C)C=N1 (6-chloro-2-methyl-3-(4-hydroxyphenyl)pyrido[3,4-d]pyrimidin-4(3H)-one). The solvent is CN(C=O)C (dimethylformamide). Run at temperature 80 celsius, time 1 hour. The product is ClC1=CC2=C(N=C(N(C2=O)C2=CC=C(C=C2)OCCCN2CCCCC2)C)C=N1 (6-chloro-2-methyl-3-{4-[3-(1-piperidinyl)propoxy]phenyl}pyrido[3,4-d]pyrimidin-4 (3H)-one). Isolated yield 60.0%. RXN SMILES: NC1C(C(O)=O)=CC(Cl)=NC=1.C(OC(=O)C)(=O)C.[Cl:19][C:20]1[N:38]=[CH:37][C:23]2[N:24]=[C:25]([CH3:36])[N:26]([C:29]3[CH:34]=[CH:33][C:32]([OH:35])=[CH:31][CH:30]=3)[C:27](=[O:28])[C:22]=2[CH:21]=1.Br.Br[CH2:41][CH2:42][CH2:43][N:44]1[CH2:49][CH2:48][CH2:47][CH2:46][CH2:45]1.C(=O)([O-])[O-].[K+].[K+]>CN(C)C=O>[Cl:19][C:20]1[N:38]=[CH:37][C:23]2[N:24]=[C:25]([CH3:36])[N:26]([C:29]3[CH:30]=[CH:31][C:32]([O:35][CH2:41][CH2:42][CH2:43][N:44]4[CH2:49][CH2:48][CH2:47][CH2:46][CH2:45]4)=[CH:33][CH:34]=3)[C:27](=[O:28])[C:22]=2[CH:21]=1 |f:3.4,5.6.7|. Procedure details: Using 5-amino-4-carboxy-2-chloropyridine and acetic anhydride as starting materials, 6-chloro-2-methyl-3-(4-hydroxyphenyl)pyrido[3,4-d]pyrimidin-4(3H)-one synthesized according to Example 1-(1) and -(2) (52 mg, 0.18 mmol), 1-(3-bromopropyl)piperidine hydrobromide (78 mg, 0.27 mmol) and potassium carbonate (100 mg, 0.72 mmol) were mixed in dimethylformamide (1 mL) and stirred at 80° C. for 1 hour. The solvent was distilled off under reduced pressure, distilled water was added, and the mixture was... Reactants: O=C([O-])[O-], CS(C)=O, C1CN(C2CC2)CCN1, COc1ccc(-c2cc3ccccc3c(Cl)n2)cc1, Cl, [K+], [K+]. The product is Cl, Cl, COc1ccc(-c2cc3ccccc3c(N3CCN(C4CC4)CC3)n2)cc1. Reaction SMILES: [C:30](=[O:31])([O-:32])[O-:33].[CH3:36][S:37](=[O:38])[CH3:39].[CH:21]1([N:24]2[CH2:25][CH2:26][NH:27][CH2:28][CH2:29]2)[CH2:22][CH2:23]1.[Cl:1][c:2]1[n:3][c:4](-[c:12]2[cH:13][cH:14][c:15]([O:18][CH3:19])[cH:16][cH:17]2)[cH:5][c:6]2[cH:7][cH:8][cH:9][cH:10][c:11]12.[ClH:20].[K+:34].[K+:35]>>[ClH:1].[ClH:20].[c:2]1([N:27]2[CH2:26][CH2:25][N:24]([CH:21]3[CH2:22][CH2:23]3)[CH2:29][CH2:28]2)[n:3][c:4](-[c:12]2[cH:13][cH:14][c:15]([O:18][CH3:19])[cH:16][cH:17]2)[cH:5][c:6]2[cH:7][cH:8][cH:9][cH:10][c:11]12. Starting materials: CCO, OC(CNCCNc1ccccc1Cl)COc1cccc2c1cnn2C1CCCCO1. Yields the product OC(CNCCNc1ccccc1Cl)COc1cccc2[nH]ncc12. Reaction SMILES: [CH3:32][CH2:33][OH:34].[O:1]1[CH2:2][CH2:3][CH2:4][CH2:5][CH:6]1[n:7]1[n:8][cH:9][c:10]2[c:11]([O:16][CH2:17][CH:18]([CH2:19][NH:20][CH2:21][CH2:22][NH:23][c:24]3[c:25]([Cl:30])[cH:26][cH:27][cH:28][cH:29]3)[OH:31])[cH:12][cH:13][cH:14][c:15]12>>[nH:7]1[n:8][cH:9][c:10]2[c:11]([O:16][CH2:17][CH:18]([CH2:19][NH:20][CH2:21][CH2:22][NH:23][c:24]3[c:25]([Cl:30])[cH:26][cH:27][cH:28][cH:29]3)[OH:31])[cH:12][cH:13][cH:14][c:15]12. The reactants are CN(C)CCCN, CCOCC, O=C(O)c1c[nH]c2c(=O)[nH]c3ccccc3c12. Yields the product CN(C)CCCNC(=O)c1c[nH]c2c(=O)[nH]c3ccccc3c12. As a reaction SMILES: [CH3:18][N:19]([CH2:20][CH2:21][CH2:22][NH2:23])[CH3:24].[CH3:25][CH2:26][O:27][CH2:28][CH3:29].[O:1]=[c:2]1[nH:3][c:4]2[cH:5][cH:6][cH:7][cH:8][c:9]2[c:10]2[c:11]1[nH:12][cH:13][c:14]2[C:15](=[O:16])[OH:17]>>[O:1]=[c:2]1[nH:3][c:4]2[cH:5][cH:6][cH:7][cH:8][c:9]2[c:10]2[c:11]1[nH:12][cH:13][c:14]2[C:15](=[O:17])[NH:23][CH2:22][CH2:21][CH2:20][N:19]([CH3:18])[CH3:24]. The reactants are CCOC(=O)C1CCCN(C(=O)c2ccccc2C)C1c1ccc(N)cc1, CC(=O)O, CC(Cl)Cl, ClCCl, O=C1CCCC1. Yields the product CCOC(=O)C1CCCN(C(=O)c2ccccc2C)C1c1ccc(NC2CCCC2)cc1. As a reaction SMILES: [CH2:1]([CH3:2])[O:3][C:4](=[O:5])[CH:6]1[CH:7]([c:21]2[cH:22][cH:23][c:24]([NH2:27])[cH:25][cH:26]2)[N:8]([C:12]([c:13]2[c:14]([CH3:19])[cH:15][cH:16][cH:17][cH:18]2)=[O:20])[CH2:9][CH2:10][CH2:11]1.[CH3:34][C:35](=[O:36])[OH:37].[Cl:38][CH:39]([Cl:40])[CH3:41].[Cl:42][CH2:43][Cl:44].[O:28]=[C:29]1[CH2:30][CH2:31][CH2:32][CH2:33]1>>[CH2:1]([CH3:2])[O:3][C:4](=[O:5])[CH:6]1[CH:7]([c:21]2[cH:22][cH:23][c:24]([NH:27][CH:29]3[CH2:30][CH2:31][CH2:32][CH2:33]3)[cH:25][cH:26]2)[N:8]([C:12]([c:13]2[c:14]([CH3:19])[cH:15][cH:16][cH:17][cH:18]2)=[O:20])[CH2:9][CH2:10][CH2:11]1. The product is COCC(O)c1cnc(C2OCCO2)s1. As a reaction SMILES: [BH4-:24].[CH3:21][CH2:22][OH:23].[Na+:25].[O:16]1[CH2:17][CH2:18][CH2:19][CH2:20]1.[O:1]1[CH:2]([c:6]2[s:7][c:8]([C:11]([CH2:12][O:13][CH3:14])=[O:15])[cH:9][n:10]2)[O:3][CH2:4][CH2:5]1.[OH2:26]>>[O:1]1[CH:2]([c:6]2[s:7][c:8]([CH:11]([CH2:12][O:13][CH3:14])[OH:15])[cH:9][n:10]2)[O:3][CH2:4][CH2:5]1. The reactants are [BH4-], CCO, [Na+], C1CCOC1, COCC(=O)c1cnc(C2OCCO2)s1, O.